From a dataset of the Open Reaction Database (ORD), a public repository of structured organic reaction records. describe an organic reaction: reactants, conditions, products, and yield Reactants: BrC(C(C(=O)O)=O)C (3-bromo-2-ketobutyric acid), C(C)(C)(C)OC(NC(C)C)=NC(C)C (O-t-butyl-N,N'-diisopropylpseudourea). The solvent is C(Cl)Cl (methylene chloride). Yields the product BrC(C(C(=O)OC(C)(C)C)=O)C (t-butyl 3-bromo-2-ketobutyrate). The yield is 47.7%. As a reaction SMILES: [Br:1][CH:2]([CH3:8])[C:3](=[O:7])[C:4]([OH:6])=[O:5].[C:9](OC(=NC(C)C)NC(C)C)([CH3:12])([CH3:11])[CH3:10]>C(Cl)Cl>[Br:1][CH:2]([CH3:8])[C:3](=[O:7])[C:4]([O:6][C:9]([CH3:12])([CH3:11])[CH3:10])=[O:5]. Procedure: A solution of 1.6 g (8.85 mmol) of 3-bromo-2-ketobutyric acid and 7 g (4 equivalents) of O-t-butyl-N,N'-diisopropylpseudourea in 14 ml methylene chloride is stirred overnight at room temperature. After filtration, the solution is washed with NaHCO3 and brine, dried and evaporated to an oil which is chromatographed on silica gel with benzene as eluant to give 1 g (45%) of t-butyl 3-bromo-2-ketobutyrate. Reactants: [OH-].[Na+] (sodium hydroxide), C(C)C1=C(C(C2C(N1CC1=CC=C(C=C1)C1=CC=CC=C1)CCC2)=O)C(=O)[O-] (ethyl-(1-biphenyl-4-ylmethyl)-4-oxo-4,4a,5,6,7,7a-hexahydro-1H-cyclopenta[b]pyridine-3-carboxylate), Cl (hydrochloric acid). Run in C(C)O (ethanol). Conditions: time 2 hour. Product: C1(=CC=C(C=C1)CN1C2=C(C(C(=C1)C(=O)O)=O)CCC2)C2=CC=CC=C2 (1-(Biphenyl-4-ylmethyl)-4-oxo-4,5,6,7-tetrahydro-1H-cyclopenta[b]pyridine-3-carboxylic acid). As a reaction SMILES: C([C:3]1[N:8]([CH2:9][C:10]2[CH:15]=[CH:14][C:13]([C:16]3[CH:21]=[CH:20][CH:19]=[CH:18][CH:17]=3)=[CH:12][CH:11]=2)[CH:7]2[CH2:22][CH2:23][CH2:24][CH:6]2[C:5](=[O:25])[C:4]=1[C:26]([O-:28])=[O:27])C.[OH-].[Na+].Cl>C(O)C>[C:13]1([C:16]2[CH:17]=[CH:18][CH:19]=[CH:20][CH:21]=2)[CH:12]=[CH:11][C:10]([CH2:9][N:8]2[CH:3]=[C:4]([C:26]([OH:28])=[O:27])[C:5](=[O:25])[C:6]3[CH2:24][CH2:23][CH2:22][C:7]2=3)=[CH:15][CH:14]=1 |f:1.2|. Procedure details: The above ethyl carboxylate (544 mg, 1.46 mmol) was dissolved in absolute ethanol (5 mL) and was treated with sodium hydroxide (1.75 mL, 1 N aqueous, 1.2 equiv). The mixture was stirred at ambient temperature for 2 hrs and then acidified (≦pH 4) with hydrochloric acid (1 N aqueous). The precipitate that formed was collected and washed successively with water and absolute ethanol, providing the title compound as a white solid: 1H-NMR (400 MHz, CDCl3) δ 8.52 (1H, s), 7.63 (2H, d, J=8.2 Hz) 7.57 (2... The reactants are CC(C)(C)CCN=Cc1cccc(F)c1NCCN1CCCCC1, Cc1ccccc1, O=C(O)CC(S)C(=O)O. Yields the product CC(C)(C)CCN1C(=O)C(CC(=O)O)SC1c1cccc(F)c1NCCN1CCCCC1. As a reaction SMILES: [CH3:1][C:2]([CH2:3][CH2:4][N:5]=[CH:6][c:7]1[c:8]([NH:14][CH2:15][CH2:16][N:17]2[CH2:18][CH2:19][CH2:20][CH2:21][CH2:22]2)[c:9]([F:13])[cH:10][cH:11][cH:12]1)([CH3:23])[CH3:24].[CH3:34][c:35]1[cH:36][cH:37][cH:38][cH:39][cH:40]1.[SH:25][CH:26]([C:27](=[O:28])[OH:29])[CH2:30][C:31](=[O:32])[OH:33]>>[CH3:1][C:2]([CH2:3][CH2:4][N:5]1[CH:6]([c:7]2[c:8]([NH:14][CH2:15][CH2:16][N:17]3[CH2:18][CH2:19][CH2:20][CH2:21][CH2:22]3)[c:9]([F:13])[cH:10][cH:11][cH:12]2)[S:25][CH:26]([CH2:30][C:31](=[O:32])[OH:33])[C:27]1=[O:28])([CH3:23])[CH3:24]. Starting materials: Brc1cccnc1Br, Br, Nc1ncccc1[N+](=O)[O-]. The product is O=[N+]([O-])c1cccnc1Br. RXN SMILES: [Br:1][c:2]1[n:3][cH:4][cH:5][cH:6][c:7]1[Br:8].[BrH:19].[NH2:9][c:10]1[c:11]([N+:16](=[O:17])[O-:18])[cH:12][cH:13][cH:14][n:15]1>>[Br:1][c:2]1[n:3][cH:4][cH:5][cH:6][c:7]1[N+:16](=[O:17])[O-:18]. Reactants: NC1=CC(=C(C=N1)N(C(C(C)(C)C1=CC(=CC(=C1)C(F)(F)F)C(F)(F)F)=O)C)C1=C(C=CC=C1)C (N-(6-amino-4-o-tolyl-pyridin-3-yl)-2-(3,5-bis-trifluoromethyl-phenyl)-N-methyl-isobutyramide), C1(=CC=CC=C1)S(=O)(=O)Cl (benzenesulfonyl chloride). The solvent is ClCCl (dichloromethane), C(C)N(C(C)C)C(C)C (N-ethyldiisopropylamine). The product is C1(=CC=CC=C1)S(=O)(=O)NC1=CC(=C(C=N1)N(C(C(C)(C)C1=CC(=CC(=C1)C(F)(F)F)C(F)(F)F)=O)C)C1=C(C=CC=C1)C (N-(6-Benzenesulfonylamino-4-o-tolyl-pyridin-3-yl)-2-(3,5-bis-trifluoromethyl-phenyl)-N-methyl-isobutyramide). Isolated yield 20.5%. As a reaction SMILES: [NH2:1][C:2]1[N:7]=[CH:6][C:5]([N:8]([CH3:28])[C:9](=[O:27])[C:10]([C:13]2[CH:18]=[C:17]([C:19]([F:22])([F:21])[F:20])[CH:16]=[C:15]([C:23]([F:26])([F:25])[F:24])[CH:14]=2)([CH3:12])[CH3:11])=[C:4]([C:29]2[CH:34]=[CH:33][CH:32]=[CH:31][C:30]=2[CH3:35])[CH:3]=1.[C:36]1([S:42](Cl)(=[O:44])=[O:43])[CH:41]=[CH:40][CH:39]=[CH:38][CH:37]=1>ClCCl.C(N(C(C)C)C(C)C)C>[C:36]1([S:42]([NH:1][C:2]2[N:7]=[CH:6][C:5]([N:8]([CH3:28])[C:9](=[O:27])[C:10]([C:13]3[CH:14]=[C:15]([C:23]([F:26])([F:24])[F:25])[CH:16]=[C:17]([C:19]([F:20])([F:21])[F:22])[CH:18]=3)([CH3:12])[CH3:11])=[C:4]([C:29]3[CH:34]=[CH:33][CH:32]=[CH:31][C:30]=3[CH3:35])[CH:3]=2)(=[O:44])=[O:43])[CH:41]=[CH:40][CH:39]=[CH:38][CH:37]=1. Reported procedure: To a solution of 100 mg (0.2 mmol) N-(6-amino-4-o-tolyl-pyridin-3-yl)-2-(3,5-bis-trifluoromethyl-phenyl)-N-methyl-isobutyramide in 4 ml dichloromethane and 85 μl N-ethyldiisopropylamine were added 56 μl (0.436 mmol) benzenesulfonyl chloride and the mixture was stirred over night at room temperature. The reaction mixture was washed twice with saturated aqueous sodium hydrogencarbonate solution and dried (magnesium sulfate). Chromatography of the residue afforded 26 mg (28%) of the title compound ... The reactants are CCc1ccc(CN=[N+]=[N-])c(C#N)n1, C1CCOC1, c1ccc(P(c2ccccc2)c2ccccc2)cc1. The product is CCc1ccc2c(n1)C(N)=NC2. Reaction SMILES: [N:1](=[N+:2]=[N-:3])[CH2:4][c:5]1[c:6]([C:13]#[N:14])[n:7][c:8]([CH2:11][CH3:12])[cH:9][cH:10]1.[O:34]1[CH2:35][CH2:36][CH2:37][CH2:38]1.[c:15]1([P:16]([c:17]2[cH:18][cH:19][cH:20][cH:21][cH:22]2)[c:23]2[cH:24][cH:25][cH:26][cH:27][cH:28]2)[cH:29][cH:30][cH:31][cH:32][cH:33]1>>[N:1]1=[C:13]([NH2:14])[c:6]2[c:5]([cH:10][cH:9][c:8]([CH2:11][CH3:12])[n:7]2)[CH2:4]1.